The task is: describe an organic reaction: reactants, conditions, products, and yield. This data is from the Open Reaction Database (ORD), a public repository of structured organic reaction records. Starting materials: O=C([O-])[O-], CCN(CC)C(=O)CCl, CC(C)=O, [I-], [K+], [K+], [K+], Oc1cccc2cc[nH]c12. Yields the product CCN(CC)C(=O)COc1cccc2cc[nH]c12. Reaction SMILES: [C:11](=[O:12])([O-:13])[O-:14].[CH2:17]([CH3:18])[N:19]([C:20]([CH2:21][Cl:22])=[O:23])[CH2:24][CH3:25].[CH3:28][C:29](=[O:30])[CH3:31].[I-:27].[K+:15].[K+:16].[K+:26].[OH:1][c:2]1[cH:3][cH:4][cH:5][c:6]2[cH:7][cH:8][nH:9][c:10]12>>[O:1]([c:2]1[cH:3][cH:4][cH:5][c:6]2[cH:7][cH:8][nH:9][c:10]12)[CH2:21][C:20]([N:19]([CH2:17][CH3:18])[CH2:24][CH3:25])=[O:23]. The reactants are C(=O)(C=1NC=CN1)C=1NC=CN1 (carbonyl diimidazole), ClC1=CC=C(C=C1)NN=C(C(=O)O)C (2-(4-Chlorophenyl hydrazono) propionic acid), COC1=CC=C(CN)C=C1 (4-methoxybenzyl amine). Run in O1CCCC1 (tetrahydrofuran), O1CCCC1 (tetrahydrofuran). Reaction conditions: time 1 hour. Product: COC1=CC=C(CNC(C(C)=NNC2=CC=C(C=C2)Cl)=O)C=C1 (N-(4-methoxybenzyl)-2-(4-chlorophenyl hydrazono) propionic acid amide). Reaction SMILES: [Cl:1][C:2]1[CH:7]=[CH:6][C:5]([NH:8][N:9]=[C:10]([CH3:14])[C:11]([OH:13])=O)=[CH:4][CH:3]=1.C(C1NC=CN=1)(C1NC=CN=1)=O.[CH3:27][O:28][C:29]1[CH:36]=[CH:35][C:32]([CH2:33][NH2:34])=[CH:31][CH:30]=1>O1CCCC1>[CH3:27][O:28][C:29]1[CH:36]=[CH:35][C:32]([CH2:33][NH:34][C:11](=[O:13])[C:10](=[N:9][NH:8][C:5]2[CH:4]=[CH:3][C:2]([Cl:1])=[CH:7][CH:6]=2)[CH3:14])=[CH:31][CH:30]=1. Procedure details: 2-(4-Chlorophenyl hydrazono) propionic acid (0.64 g, 3.0 mmol) was dissolved in tetrahydrofuran (3 ml), and carbonyl diimidazole (0.49 g, 3.0 mmol) was added under cooling with ice. After stirring at room temperature for 1 hour, a solution of 4-methoxybenzyl amine (0.41 g, 3.0 mmol) in tetrahydrofuran (3 ml) was added thereto. 15 hours later, the mixture was washed with 6N hydrocloric acid, 1N aqueous solution of sodium hydroxide and a saturated brine, dried on sodium sulfate and then filtered. ... Starting materials: [N+](=O)([O-])C1=C(C=C(C=C1)Cl)N=NC1=C(C(=CC(=C1)C)C(C)(C)C)O (2-nitro-5-chloro-2'-hydroxy-3'-tert-butyl-5'-methylazobenzene), C(CCC)N (n-butylamine), [H][H] (hydrogen), [H][H] (hydrogen). The reagents and catalysts are [Pt] (Pt on activated carbon). Run in C=1(C(=CC=CC1)C)C (xylene). Conditions: time 1.5 hour. Yields the product ClC1=CC=2C(=NN(N2)C2=C(C(=CC(=C2)C)C(C)(C)C)O)C=C1 (5-Chloro-2-(2-hydroxy-3-tert-butyl-5-methylphenyl)-2H-benzotriazole). As a reaction SMILES: [N+:1]([C:4]1[CH:9]=[CH:8][C:7]([Cl:10])=[CH:6][C:5]=1[N:11]=[N:12][C:13]1[CH:18]=[C:17]([CH3:19])[CH:16]=[C:15]([C:20]([CH3:23])([CH3:22])[CH3:21])[C:14]=1[OH:24])([O-])=O.C(N)CCC.[H][H]>[Pt].C1(C)C(C)=CC=CC=1>[Cl:10][C:7]1[CH:8]=[CH:9][C:4]2=[N:1][N:12]([C:13]3[CH:18]=[C:17]([CH3:19])[CH:16]=[C:15]([C:20]([CH3:23])([CH3:22])[CH3:21])[C:14]=3[OH:24])[N:11]=[C:5]2[CH:6]=1. Procedure: 60 g of 2-nitro-5-chloro-2'-hydroxy-3'-tert-butyl-5'-methylazobenzene (purity 86%), 40 g of xylene, 60 g of n-butylamine and 1 g of 1% Pt on activated carbon are put into a 300 ml hydrogenation reactor at room temperature under argon. Argon is then replaced by hydrogen. After the injection of 10 bar hydrogen, the hydrogenation is carried out at 35°-37° C. with intensive stirring. The heat released is removed by cooling. The end of the hydrogenation reaction is easily detectable by the hydrogen a... Reactants: O1COC2=C1C=CC(=C2)OC2=NC(=CC=C2)F (2-(1,3-benzodioxol-5-yloxy)-6-fluoropyridine), OC1=CC=C(C=C1)N1C=NC=C1 (1-(4-hydroxyphenyl)imidazole), C([O-])([O-])=O.[Cs+].[Cs+] (cesium carbonate). Run in CS(=O)C (DMSO). Run at temperature 90 celsius. Product: O1COC2=C1C=CC(=C2)OC2=NC(=CC=C2)OC2=CC=C(C=C2)N2C=NC=C2 (2-(1,3-benzodioxol-5-yloxy)-6-[4-(1H-imidazol-1-yl)phenoxy]pyridine). Isolated yield 55.6%. Reaction SMILES: [O:1]1[C:5]2[CH:6]=[CH:7][C:8]([O:10][C:11]3[CH:16]=[CH:15][CH:14]=[C:13](F)[N:12]=3)=[CH:9][C:4]=2[O:3][CH2:2]1.[OH:18][C:19]1[CH:24]=[CH:23][C:22]([N:25]2[CH:29]=[CH:28][N:27]=[CH:26]2)=[CH:21][CH:20]=1.C(=O)([O-])[O-].[Cs+].[Cs+]>CS(C)=O>[O:1]1[C:5]2[CH:6]=[CH:7][C:8]([O:10][C:11]3[CH:16]=[CH:15][CH:14]=[C:13]([O:18][C:19]4[CH:20]=[CH:21][C:22]([N:25]5[CH:29]=[CH:28][N:27]=[CH:26]5)=[CH:23][CH:24]=4)[N:12]=3)=[CH:9][C:4]=2[O:3][CH2:2]1 |f:2.3.4|. Reported procedure: To DMSO (5 mL) was added 2-(1,3-benzodioxol-5-yloxy)-6-fluoropyridine (1.3 g, 5.3 mmol), 1-(4-hydroxyphenyl)imidazole (0.92 mL, 5.8 mmol), and cesium carbonate (1.82 g, 5.6 mmol). After heating at 90° C. for 18 hour, the reaction was partitioned with water and ethyl acetate. The organic layer was washed with water and brine, dried (Na2SO4) and the solvent was removed in vacuo. The residue was chromatographed on silica with ethyl acetate/hexane to get 1.1 g of 2-(1,3-benzodioxol-5-yloxy)-6-[4-(1H... Reactants: NC1=C(C#N)C(=CC=C1)N1CCCCC1 (2-amino-6-piperidinobenzonitrile), N1=CC=CC=C1 (pyridine), O (water), C(C)(=O)OCC(=O)Cl (acetoxyacetyl chloride). Solvent: C(Cl)Cl (methylene chloride). Reaction conditions: time 1 hour. Product: C(C)(=O)OCC(=O)NC1=C(C#N)C(=CC=C1)N1CCCCC1 (2-(acetoxyacetylamino)-6-piperidinobenzonitrile). RXN SMILES: [NH2:1][C:2]1[CH:9]=[CH:8][CH:7]=[C:6]([N:10]2[CH2:15][CH2:14][CH2:13][CH2:12][CH2:11]2)[C:3]=1[C:4]#[N:5].N1C=CC=CC=1.[C:22]([O:25][CH2:26][C:27](Cl)=[O:28])(=[O:24])[CH3:23].O>C(Cl)Cl>[C:22]([O:25][CH2:26][C:27]([NH:1][C:2]1[CH:9]=[CH:8][CH:7]=[C:6]([N:10]2[CH2:15][CH2:14][CH2:13][CH2:12][CH2:11]2)[C:3]=1[C:4]#[N:5])=[O:28])(=[O:24])[CH3:23]. Procedure details: To a solution of 2-amino-6-piperidinobenzonitrile (8.8 g) in methylene chloride (100 ml) is added pyridine (3.3 ml), and thereto is added dropwise acetoxyacetyl chloride (4.3 ml) which is cooled in an ice bath. The mixture is stirred at room temperature for 1 hour, and thereafter, water is added thereto, and the mixture is extracted with methylene chloride. The organic layer is dried over anhydrous sodium sulfate, and the solvent is distilled off under reduced pressure. The resulting crude cryst... Reactants: Br, Cc1ccccc1, CCOC(=O)C1CCC2OC2C1, ClCCl, [Na+], O=C([O-])O, O, Cc1ccc(S(=O)(=O)O)cc1. Product: CCOC(=O)C1CCC(Br)C(O)C1. Reaction SMILES: [BrH:13].[CH3:33][c:34]1[cH:35][cH:36][cH:37][cH:38][cH:39]1.[CH:1]12[CH2:2][CH:3]([C:8](=[O:9])[O:10][CH2:11][CH3:12])[CH2:4][CH2:5][CH:6]1[O:7]2.[Cl:30][CH2:31][Cl:32].[Na+:18].[O-:14][C:15]([OH:16])=[O:17].[OH2:40].[c:19]1([CH3:20])[cH:21][cH:22][c:23]([S:24]([OH:25])(=[O:26])=[O:27])[cH:28][cH:29]1>>[CH:1]1([OH:7])[CH2:2][CH:3]([C:8](=[O:9])[O:10][CH2:11][CH3:12])[CH2:4][CH2:5][CH:6]1[Br:13]. The reactants are N1([C@@H]2[C@H](CC1)CNC2)C2=CC=C(C=C2)C2=CC=C(C=C2)N2N=CC=CC2=O (2-(4′-((3aR,6aR)-hexahydropyrrolo[3,4-b]pyrrol-1(2H)-yl)biphenyl-4-yl)pyridazin-3(2H)-one), C(C)(=O)O[BH-](OC(C)=O)OC(C)=O.[Na+] (Sodium triacetoxyborohydride), C(C)=O (acetaldehyde), CC(=O)O (HOAc). The reagents and catalysts are ClC(C)Cl (dichloroethane). The solvent is C(=O)(O)[O-].[Na+] (NaHCO3). Reaction conditions: time 10 minute. Yields the product C(C)N1C[C@@H]2N(CC[C@@H]2C1)C1=CC=C(C=C1)C1=CC=C(C=C1)N1N=CC=CC1=O (2-(4′-((3aR,6aR)-5-ethylhexahydropyrrolo[3,4-b]pyrrol-1(2H)-yl)biphenyl-4-yl)pyridazin-3(2H)-one). As a reaction SMILES: [N:1]1([C:9]2[CH:14]=[CH:13][C:12]([C:15]3[CH:20]=[CH:19][C:18]([N:21]4[C:26](=[O:27])[CH:25]=[CH:24][CH:23]=[N:22]4)=[CH:17][CH:16]=3)=[CH:11][CH:10]=2)[CH2:5][CH2:4][C@@H:3]2[CH2:6][NH:7][CH2:8][C@H:2]12.[CH:28](=O)[CH3:29].CC(O)=O.C(O[BH-](OC(=O)C)OC(=O)C)(=O)C.[Na+]>ClC(Cl)C.C([O-])(O)=O.[Na+]>[CH2:28]([N:7]1[CH2:6][C@@H:3]2[C@@H:2]([N:1]([C:9]3[CH:14]=[CH:13][C:12]([C:15]4[CH:20]=[CH:19][C:18]([N:21]5[C:26](=[O:27])[CH:25]=[CH:24][CH:23]=[N:22]5)=[CH:17][CH:16]=4)=[CH:11][CH:10]=3)[CH2:5][CH2:4]2)[CH2:8]1)[CH3:29] |f:3.4,6.7|. Reported procedure: The product from Example 85B (0.050 g, 0.140 mmol) and acetaldehyde (10.0 μL, 0.140 mmol) were combined in 5 mL of dichloroethane containing 3 drops of HOAc and stirred at ambient temperature for 10 minutes. Sodium triacetoxyborohydride (0.039 g, 0.182 mmol) was added and the mixture was stirred for 3 hours. The mixture was diluted with 20 mL of aqueous NaHCO3 and extracted three times with 25 mL of 5% n-propanol in CHCl3 and the combined extracts were dried over Na2SO4, filtered, and absorbed o...